Dataset: the Open Reaction Database (ORD), a public repository of structured organic reaction records. Task: describe an organic reaction: reactants, conditions, products, and yield The reactants are Cl (HCl), acid chloride, NC1=C(C(=O)NC)C=C(C=C1)Cl (2-amino-5-chloro-N-methylbenzamide). As a reaction SMILES: N[C:2]1[CH:11]=[CH:10][C:9]([Cl:12])=[CH:8][C:3]=1[C:4]([NH:6][CH3:7])=[O:5].Cl>N1C=CC=CC=1>[Cl:12][C:9]1[CH:10]=[CH:11][CH:2]=[C:3]([CH:8]=1)[C:4]([NH:6][CH3:7])=[O:5]. Solvent: N1=CC=CC=C1 (pyridine), N1=CC=CC=C1 (pyridine). Product: ClC=1C=CC=C(C(=O)NC)C1 (5-chloro-N-methylbenzamide). Reported procedure: A suspension of (E)-3,4-bis(difluoromethoxy)phenyl-2-propenoic acid (0.10 g, 0.42 mmol) in CH2Cl2 (5 mL) was treated with oxalyl chloride (0.14 mL, 1.7 mmol) and catalytic DMF (1 drop). The solution was stirred at rt for 1 h and the solvent was removed under reduced pressure to give the acid chloride as a yellow solid. A solution of the acid chloride (0.42 mmol) in pyridine (2.0 mL) was added to a cooled solution of 2-amino-5-chloro-N-methylbenzamide (0.12 g, 0.63 mmol) in pyridine (2.0 mL) at 0... The yield is 74.9%. Run at temperature 0 celsius, time 1 hour. Starting materials: ClC1=C(C2=C(CCN(CC2)C(C(F)(F)F)=O)C=C1)OS(=O)(=O)C(F)(F)F (7-chloro-3-(2,2,2-trifluoroacetyl)-6-trifluoromethanesulfonyloxy-2,3,4,5-tetrahydro-1H-benzo[d]azepine), desired intermediate, NCCNC(OC(C)(C)C)=O (t-butyl N-(2-aminoethyl)-carbamate), C=1C=CC(=CC1)P(C=2C=CC=CC2)C3=CC=C4C=CC=CC4=C3C5=C6C=CC=CC6=CC=C5P(C=7C=CC=CC7)C=8C=CC=CC8 (BINAP), C([O-])([O-])=O.[Cs+].[Cs+] (cesium carbonate). Reagents/catalysts: C(C)(=O)[O-].[Pd+2].C(C)(=O)[O-] (palladium(II) acetate). The solvent is C1(=CC=CC=C1)C (toluene), CCCCCC.CCOC(=O)C (hexane EtOAc). The product is C(C)(C)(C)OC(=O)NCCNC1=C(C=CC=2CCN(CCC21)C(C(F)(F)F)=O)Cl (6-(2-tert-Butoxycarbonylamino-ethylamino)-7-chloro-3-(2,2,2-trifluoroacetyl)-2,3,4,5-tetrahydro-1H-benzo[d]azepine). Reaction SMILES: [Cl:1][C:2]1[CH:18]=[CH:17][C:5]2[CH2:6][CH2:7][N:8]([C:11](=[O:16])[C:12]([F:15])([F:14])[F:13])[CH2:9][CH2:10][C:4]=2[C:3]=1OS(C(F)(F)F)(=O)=O.C1C=CC(P(C2C(C3C(P(C4C=CC=CC=4)C4C=CC=CC=4)=CC=C4C=3C=CC=C4)=C3C(C=CC=C3)=CC=2)C2C=CC=CC=2)=CC=1.C(=O)([O-])[O-].[Cs+].[Cs+].[NH2:79][CH2:80][CH2:81][NH:82][C:83](=[O:89])[O:84][C:85]([CH3:88])([CH3:87])[CH3:86]>C([O-])(=O)C.[Pd+2].C([O-])(=O)C.CCCCCC.CCOC(C)=O.C1(C)C=CC=CC=1>[C:85]([O:84][C:83]([NH:82][CH2:81][CH2:80][NH:79][C:3]1[C:4]2[CH2:10][CH2:9][N:8]([C:11](=[O:16])[C:12]([F:15])([F:14])[F:13])[CH2:7][CH2:6][C:5]=2[CH:17]=[CH:18][C:2]=1[Cl:1])=[O:89])([CH3:88])([CH3:87])[CH3:86] |f:2.3.4,6.7.8,9.10|. Reported procedure: Use a method similar to the General Procedure 5-1, using 7-chloro-3-(2,2,2-trifluoroacetyl)-6-trifluoromethanesulfonyloxy-2,3,4,5-tetrahydro-1H-benzo[d]azepine (150 mg, 0.352 mmol), palladium(II) acetate (8 mg, 0.0352 mmol), BINAP (22 mg, 0.0352 mmol), cesium carbonate (163 mg, 0.5 mmol), t-butyl N-(2-aminoethyl)-carbamate (254 mg, 1.59 mmol) and toluene (6 mL) to give, after chromatography on silica gel eluting with hexane/EtOAc (4:1), the desired intermediate (136 mg, 89%). Reactants: C1CCOC1, [Li+], COC(=O)CC1Cc2ccc(OCCCNc3ccccn3)cc2CN(CCc2ccccc2)C1=O, [OH-], O. Product: O=C(O)CC1Cc2ccc(OCCCNc3ccccn3)cc2CN(CCc2ccccc2)C1=O. As a reaction SMILES: [CH2:39]1[O:40][CH2:41][CH2:42][CH2:43]1.[Li+:2].[O:3]=[C:4]1[N:5]([CH2:31][CH2:32][c:33]2[cH:34][cH:35][cH:36][cH:37][cH:38]2)[CH2:6][c:7]2[c:8]([cH:16][cH:17][c:18]([O:20][CH2:21][CH2:22][CH2:23][NH:24][c:25]3[n:26][cH:27][cH:28][cH:29][cH:30]3)[cH:19]2)[CH2:9][CH:10]1[CH2:11][C:12](=[O:13])[O:14][CH3:15].[OH-:1].[OH2:44]>>[O:3]=[C:4]1[N:5]([CH2:31][CH2:32][c:33]2[cH:34][cH:35][cH:36][cH:37][cH:38]2)[CH2:6][c:7]2[c:8]([cH:16][cH:17][c:18]([O:20][CH2:21][CH2:22][CH2:23][NH:24][c:25]3[n:26][cH:27][cH:28][cH:29][cH:30]3)[cH:19]2)[CH2:9][CH:10]1[CH2:11][C:12](=[O:13])[OH:14]. Reactants: Cc1ccccc1, O=C=Nc1cc(Cl)cc(Cl)c1, CCN1CC(N)CN1CC. Yields the product CCN1CC(NC(=O)Nc2cc(Cl)cc(Cl)c2)CN1CC. Reaction SMILES: [CH3:22][c:23]1[cH:24][cH:25][cH:26][cH:27][cH:28]1.[Cl:11][c:12]1[cH:13][c:14]([N:19]=[C:20]=[O:21])[cH:15][c:16]([Cl:18])[cH:17]1.[NH2:1][CH:2]1[CH2:3][N:4]([CH2:9][CH3:10])[N:5]([CH2:7][CH3:8])[CH2:6]1>>[NH:1]([CH:2]1[CH2:3][N:4]([CH2:9][CH3:10])[N:5]([CH2:7][CH3:8])[CH2:6]1)[C:20]([NH:19][c:14]1[cH:13][c:12]([Cl:11])[cH:17][c:16]([Cl:18])[cH:15]1)=[O:21]. The reactants are BrCC1=CC=NC=C1 (4-Bromomethylpyridine), C(C)(C)N (Isopropylamine), resultant mixture. The solvent is C1CCOC1.C(C)O (THF ethanol). Reaction conditions: time 24 hour. Yields the product N1=CC=C(C=C1)CNC(C)C (N-(pyridin-4-ylmethyl)propan-2-amine). As a reaction SMILES: Br[CH2:2][C:3]1[CH:8]=[CH:7][N:6]=[CH:5][CH:4]=1.[CH:9]([NH2:12])([CH3:11])[CH3:10]>C1COCC1.C(O)C>[N:6]1[CH:7]=[CH:8][C:3]([CH2:2][NH:12][CH:9]([CH3:11])[CH3:10])=[CH:4][CH:5]=1 |f:2.3|. Procedure details: 4-Bromomethylpyridine (1 g) was suspended in THF:ethanol (5:1) and cooled to 0–5° C. Isopropylamine (1.01 ml) was added and the resultant mixture allowed to reach room temperature. After 24 h, the mixture was concentrated under reduced pressure and the residue purified using SPE (silica, eluting with DCM:methanol 1:1, 3:7, 1:4 and methanol) to give an impure sample of the title compound. Further purification using SPE (silica, eluting with DCM, ethyl acetate, acetonitrile, methanol) gave the tit... RXN SMILES: [CH:1]1([CH2:4][CH2:5][OH:6])[CH2:3][CH2:2]1.CN(C=O)C.[H-].[Na+].[Br:14][C:15]1[CH:16]=[CH:17][C:18](F)=[N:19][CH:20]=1>CC(=O)OCC.O>[Br:14][C:15]1[CH:16]=[CH:17][C:18]([O:6][CH2:5][CH2:4][CH:1]2[CH2:3][CH2:2]2)=[N:19][CH:20]=1 |f:2.3|. Conditions: time 4 hour. Starting materials: BrC=1C=CC(=NC1)F (5-bromo-2-fluoro-pyridine), C1(CC1)CCO (2-cyclopropyl-ethanol), CN(C)C=O (DMF), [H-].[Na+] (NaH). Reported procedure: A mixture of 2-cyclopropyl-ethanol (4.1 g) and DMF (15 mL) under argon was treated with NaH (60% in oil, 0.45 g). After 4 hours 5-bromo-2-fluoro-pyridine (3.0 g) was added at 0° C. After 4 hours at room temperature, the mixture was distributed between water and EA. The organic phase was washed twice (water), dried (Na2SO4) and concentrated. The residue was purified by chromatography (SiO2; EA/heptane 1:4) to provide the subtitle compound. MS ESI+: m/z=242 [M+H]+. Product: BrC=1C=CC(=NC1)OCCC1CC1 (5-Bromo-2-(2-cyclopropyl-ethoxy)-pyridine). Solvent: CC(OCC)=O (EA), O (water). The reactants are CC(=O)[O-], ClCCl, [Na+], O, O, O, CC1(C(=O)c2cn(COCC[Si](C)(C)C)c3ncc(-c4ccc(C(=O)N5CCC(O)CC5)s4)nc23)CCCCC1, O=C(O)C(F)(F)F. Product: CC1(C(=O)c2c[nH]c3ncc(-c4ccc(C(=O)N5CCC(O)CC5)s4)nc23)CCCCC1. RXN SMILES: [C:44]([O-:45])(=[O:46])[CH3:47].[Cl:49][CH2:50][Cl:51].[Na+:48].[OH2:41].[OH2:42].[OH2:43].[OH:1][CH:2]1[CH2:3][CH2:4][N:5]([C:8](=[O:9])[c:10]2[cH:11][cH:12][c:13](-[c:15]3[n:16][c:17]4[c:18]([n:19][cH:20]3)[n:21]([CH2:33][O:34][CH2:35][CH2:36][Si:37]([CH3:38])([CH3:39])[CH3:40])[cH:22][c:23]4[C:24](=[O:25])[C:26]3([CH3:32])[CH2:27][CH2:28][CH2:29][CH2:30][CH2:31]3)[s:14]2)[CH2:6][CH2:7]1.[OH:52][C:53]([C:54]([F:55])([F:56])[F:57])=[O:58]>>[OH:1][CH:2]1[CH2:3][CH2:4][N:5]([C:8](=[O:9])[c:10]2[cH:11][cH:12][c:13](-[c:15]3[n:16][c:17]4[c:18]([n:19][cH:20]3)[nH:21][cH:22][c:23]4[C:24](=[O:25])[C:26]3([CH3:32])[CH2:27][CH2:28][CH2:29][CH2:30][CH2:31]3)[s:14]2)[CH2:6][CH2:7]1. The reactants are C1(CCCCC1)N=C=NC1CCCCC1 (dicyclohexylcarbodiimide), C[C@@H]1C[C@H]2[C@H](O2)/C=C\C=C\C(=O)CC3=C(C(=CC(=C3Cl)O)O)C(=O)O1 (radicicol), C(CCCCCCCCCCCC)(=O)O (tridecanoic acid). Run in O1CCCC1 (tetrahydrofuran). Product: CN(C)C1=NC=CC=C1 (dimethylaminopyridine), title compound. As a reaction SMILES: [CH3:1][C@H]1OC(=O)C2C(O)=CC(O)=C(Cl)C=2CC(=O)C=CC=C[C@H]2O[C@H]2C1.C(O)(=O)CCCCCCCCCCCC.[CH:41]1([N:47]=[C:48]=[N:49][CH:50]2[CH2:55][CH2:54][CH2:53]CC2)CCCCC1>O1CCCC1>[CH3:1][N:47]([C:48]1[CH:53]=[CH:54][CH:55]=[CH:50][N:49]=1)[CH3:41]. Procedure: Following a procedure similar to that described in Example 12, but using 400 mg of radicicol, 588 mg of tridecanoic acid, 6 ml of dry tetrahydrofuran, 566 mg of dicyclohexylcarbodiimide and a catalytic amount of dimethylaminopyridine, 688 mg of the title compound were obtained.